This data is from the Open Reaction Database (ORD), a public repository of structured organic reaction records. The task is: describe an organic reaction: reactants, conditions, products, and yield Reactants: C(C)(=O)OCC(CCN1C2=NC(=NC=C2N=C1)N)COC(C)=O (9-(4-acetoxy-3-acetoxymethylbut-1-yl)-2-aminopurine), C([O-])([O-])=O.[K+].[K+] (potassium carbonate). The reagents and catalysts are C(C)(=O)O (acetic acid). Solvent: CO (methanol). Conditions: time 20 minute. The product is C(C)(=O)OCC(CCN1C2=NC(=NC=C2N=C1)N)CO (9-(4-acetoxy-3-hydroxymethylbut-1-yl)-2-aminopurine). Isolated yield 29.6%. RXN SMILES: [C:1]([O:4][CH2:5][CH:6]([CH2:19][O:20]C(=O)C)[CH2:7][CH2:8][N:9]1[CH:17]=[N:16][C:15]2[C:10]1=[N:11][C:12]([NH2:18])=[N:13][CH:14]=2)(=[O:3])[CH3:2].C(=O)([O-])[O-].[K+].[K+]>CO.C(O)(=O)C>[C:1]([O:4][CH2:5][CH:6]([CH2:19][OH:20])[CH2:7][CH2:8][N:9]1[CH:17]=[N:16][C:15]2[C:10]1=[N:11][C:12]([NH2:18])=[N:13][CH:14]=2)(=[O:3])[CH3:2] |f:1.2.3|. Procedure details: To a solution of 9-(4-acetoxy-3-acetoxymethylbut-1-yl)-2-aminopurine (0.48 g, 1.5 mmol) in methanol (9 ml) was added anhydrous potassium carbonate (14 mg, 0.1 mmol) and the solution was stirred for 20 minutes. Two drops of glacial acetic acid were added, the solution was filtered and the solvent was removed. The residue was purified by column chromatography on silica gel eluting with chloroform-methanol (15:1, 10:1) to afford 9-(4-acetoxy-3-hydroxymethylbut-1-yl)-2-aminopurine as a white crystal... The reactants are CO, COC(=O)C(Cl)(Cc1ccc(C(F)(F)F)cc1)S(=O)(=O)CCC(F)(F)F, N. Product: NC(=O)C(Cl)(Cc1ccc(C(F)(F)F)cc1)S(=O)(=O)CCC(F)(F)F. Reaction SMILES: [CH3:28][OH:29].[Cl:1][C:2]([C:3](=[O:4])[O:5][CH3:6])([CH2:7][c:8]1[cH:9][cH:10][c:11]([C:14]([F:15])([F:16])[F:17])[cH:12][cH:13]1)[S:18](=[O:19])(=[O:20])[CH2:21][CH2:22][C:23]([F:24])([F:25])[F:26].[NH3:27]>>[Cl:1][C:2]([C:3](=[O:4])[NH2:27])([CH2:7][c:8]1[cH:9][cH:10][c:11]([C:14]([F:15])([F:16])[F:17])[cH:12][cH:13]1)[S:18](=[O:19])(=[O:20])[CH2:21][CH2:22][C:23]([F:24])([F:25])[F:26]. The reactants are C(#N)C=1C=C(C=CC1)NC(NC1=CC=C(C=C1)S(=O)(=O)NCC1=CC=C(C=C1)S(N)(=O)=O)=O (4-(3-(3-cyanophenyl)ureido)-N-(4-sulfamoylbenzyl)benzenesulfonamide), C(C=C)N1CCNCC1 (1-allylpiperazine), secondary amine. The product is C(C=C)N1CCN(CC1)C(C=1C=C(C=CC1)NC(NC1=CC=C(C=C1)S(=O)(=O)NCC1=CC=C(C=C1)S(N)(=O)=O)=O)=N (4-(3-(3((4-allylpiperazin-1-yl)(imino)methyl)phenyl)ureido)-N-(4-sulfamoylbenzyl)benzenesulfonamide). Yield: 3.0%. Reaction SMILES: [C:1]([C:3]1[CH:4]=[C:5]([NH:9][C:10](=[O:33])[NH:11][C:12]2[CH:17]=[CH:16][C:15]([S:18]([NH:21][CH2:22][C:23]3[CH:28]=[CH:27][C:26]([S:29](=[O:32])(=[O:31])[NH2:30])=[CH:25][CH:24]=3)(=[O:20])=[O:19])=[CH:14][CH:13]=2)[CH:6]=[CH:7][CH:8]=1)#[N:2].[CH2:34]([N:37]1[CH2:42][CH2:41][NH:40][CH2:39][CH2:38]1)[CH:35]=[CH2:36]>>[CH2:34]([N:37]1[CH2:42][CH2:41][N:40]([C:1](=[NH:2])[C:3]2[CH:4]=[C:5]([NH:9][C:10](=[O:33])[NH:11][C:12]3[CH:17]=[CH:16][C:15]([S:18]([NH:21][CH2:22][C:23]4[CH:28]=[CH:27][C:26]([S:29](=[O:31])(=[O:32])[NH2:30])=[CH:25][CH:24]=4)(=[O:20])=[O:19])=[CH:14][CH:13]=3)[CH:6]=[CH:7][CH:8]=2)[CH2:39][CH2:38]1)[CH:35]=[CH2:36]. Procedure: The title compound was prepared from 4-(3-(3-cyanophenyl)ureido)-N-(4-sulfamoylbenzyl)benzenesulfonamide following procedure C and using 5 equivalents of 1-allylpiperazine as secondary amine. The product was purified by preparative HPLC.